From a dataset of the Open Reaction Database (ORD), a public repository of structured organic reaction records. describe an organic reaction: reactants, conditions, products, and yield Starting materials: CC1=NC(=NC(=C1)C)NC12CCC(CC1)N2C2(C(C=C(C=C2)F)C=O)N2N=CC=N2 (2-(((4,6-dimethylpyrimidin-2-yl)amino)-7-azabicyclo[2.2.1]heptan-7-yl)(5-fluoro-2-(2H-1,2,3-triazol-2-yl)phenyl)methanone), FC(C=1N=CC(=NC1)N[C@H]1[C@@H]2CC[C@H](C1)N2)(F)F ((1S,2R,4R)—N-(5-(trifluoromethyl)pyrazin-2-yl)-7-azabicyclo[2.2.1]heptan-2-amine), CC1=NC(=NC(=C1)C)NC1C2CCC(C1)N2 ((±)-N-(4,6-dimethylpyrimidin-2-yl)-7-azabicyclo[2.2.1]heptan-2-amine). Product: CC1=NC(=NC(=C1)C)NC1C2CCC(C1)N2C(=O)C2=C(C=CC(=C2)F)N2N=CC=N2 ((±)-(2-((4,6-dimethylpyrimidin-2-yl)amino)-7-azabicyclo[2.2.1]heptan-7-yl)(5-fluoro-2-(2H-1,2,3-triazol-2-yl)phenyl)methanone). As a reaction SMILES: CC1C=C(C)N=C(NC23N([C:17]4([N:26]5[N:30]=[CH:29][CH:28]=[N:27]5)[CH:22]=[CH:21][C:20]([F:23])=[CH:19][CH:18]4[CH:24]=[O:25])C(CC2)CC3)N=1.FC(F)(F)C1N=CC(N[C@@H]2C[C@@H]3N[C@H]2CC3)=NC=1.[CH3:49][C:50]1[CH:55]=[C:54]([CH3:56])[N:53]=[C:52]([NH:57][CH:58]2[CH2:63][CH:62]3[NH:64][CH:59]2[CH2:60][CH2:61]3)[N:51]=1>>[CH3:56][C:54]1[CH:55]=[C:50]([CH3:49])[N:51]=[C:52]([NH:57][CH:58]2[CH2:63][CH:62]3[N:64]([C:24]([C:18]4[CH:19]=[C:20]([F:23])[CH:21]=[CH:22][C:17]=4[N:26]4[N:30]=[CH:29][CH:28]=[N:27]4)=[O:25])[CH:59]2[CH2:60][CH2:61]3)[N:53]=1. Reported procedure: (±)-(2-(((4,6-dimethylpyrimidin-2-yl)amino)-7-azabicyclo[2.2.1]heptan-7-yl)(5-fluoro-2-(2H-1,2,3-triazol-2-yl)phenyl)methanone Prepared analogous to Example 181 substituting intermediate A-1 with intermediate A-10 and (1S,2R,4R)—N-(5-(trifluoromethyl)pyrazin-2-yl)-7-azabicyclo[2.2.1]heptan-2-amine with the title compound of step B. MS (ESI) mass calcd. for C21H22FN7O, 407.2; m/z found 408.2 [M+H]+. 1H NMR (CDCl3): 8.23-7.67 (m, 2.5H), 7.54-6.93 (m, 2.5H), 6.40-6.19 (m, 1H), 4.89-4.65 (m, 1H), 4....